From a dataset of the Open Reaction Database (ORD), a public repository of structured organic reaction records. describe an organic reaction: reactants, conditions, products, and yield Reactants: COC(=O)c1ncc(-c2cccc(C(F)(F)F)c2)cc1C, Cc1cc(-c2ccc(Cl)c(Cl)c2)cnc1C(=O)N1CCC(N2CCCC2)CC1, OB(O)c1cc(F)cc(C(F)(F)F)c1, [Na+], [Na+], O=C([O-])[O-], C1COCCO1, O. Product: Cc1cc(-c2cc(F)cc(C(F)(F)F)c2)cnc1C(=O)N1CCC(N2CCCC2)CC1. Reaction SMILES: [CH3:1][O:2][C:3]([c:4]1[c:5]([CH3:6])[cH:7][c:8](-[c:9]2[cH:10][cH:11][cH:12][c:13]([C:14]([F:15])([F:16])[F:17])[cH:18]2)[cH:19][n:20]1)=[O:21].[Cl:22][c:23]1[cH:24][c:25](-[c:30]2[cH:31][c:32]([CH3:49])[c:33]([C:36](=[O:37])[N:38]3[CH2:39][CH2:40][CH:41]([N:44]4[CH2:45][CH2:46][CH2:47][CH2:48]4)[CH2:42][CH2:43]3)[n:34][cH:35]2)[cH:26][cH:27][c:28]1[Cl:29].[F:50][c:51]1[cH:52][c:53]([B:61]([OH:62])[OH:63])[cH:54][c:55]([C:57]([F:58])([F:59])[F:60])[cH:56]1.[Na+:64].[Na+:65].[O-:66][C:67](=[O:68])[O-:69].[O:71]1[CH2:72][CH2:73][O:74][CH2:75][CH2:76]1.[OH2:70]>>[c:30]1(-[c:53]2[cH:52][c:51]([F:50])[cH:56][c:55]([C:57]([F:58])([F:59])[F:60])[cH:54]2)[cH:31][c:32]([CH3:49])[c:33]([C:36](=[O:37])[N:38]2[CH2:39][CH2:40][CH:41]([N:44]3[CH2:45][CH2:46][CH2:47][CH2:48]3)[CH2:42][CH2:43]2)[n:34][cH:35]1. The reactants are C1=CCCCC1 (cyclohexene), C1=CCCCC1 (cyclohexene), C1(CCCCC1)C1=C(C=CC=C1)O (ortho cyclohexyl phenol), C1(CCCCC1)OC1=CC=CC=C1 (cyclohexylphenyl ether), C1(=CC=CC=C1)O (phenol), C1(CCCCC1)OC1=CC=CC=C1 (cyclohexylphenyl ether), C1(=CC=CC=C1)O (phenol). Yields the product C1(=CC=CC=C1)C1=C(C=CC=C1)O (Ortho-phenylphenol). Reaction SMILES: C1CCCCC=1.C1(O)C=CC=CC=1.C1(OC2C=CC=CC=2)CCCCC1.[CH:27]1([C:33]2[CH:38]=[CH:37][CH:36]=[CH:35][C:34]=2[OH:39])[CH2:32][CH2:31][CH2:30][CH2:29][CH2:28]1>>[C:27]1([C:33]2[CH:38]=[CH:37][CH:36]=[CH:35][C:34]=2[OH:39])[CH:28]=[CH:29][CH:30]=[CH:31][CH:32]=1. Procedure: The alkylation of Example 1A is repeated except the reaction is run at 140° C. The product contains 3.2 percent cyclohexene, 23.3 percent phenol, 13.7 cyclohexylphenyl ether, 57.7 percent ortho cyclohexyl phenol, and about 0.7 percent di-adduct. This product is then distilled in a POPE™ 2-inch wiped film still at 170° C., 1.7 psig (0.11 atm.) and 500 rpm (revolutions per minute). The heavies stream (distillation product which is not volatilized off) has about 0.7 percent cyclohexene, 44.3 percen...